The task is: describe an organic reaction: reactants, conditions, products, and yield. This data is from the Open Reaction Database (ORD), a public repository of structured organic reaction records. Starting materials: NC1=C(C=C(C=C1)Cl)C(=O)C1=CC=CC=C1 ((2-amino-5-chloro-phenyl)-phenyl-methanone), C(C)OC(CC(=O)OCC)=O (malonic acid diethyl ester), C1CCC2=NCCCN2CC1 (DBU). Conditions: temperature 185 celsius, time 16 hour. Yields the product C(C)OC(=O)C=1C(NC2=CC=C(C=C2C1C1=CC=CC=C1)Cl)=O (6-chloro-2-oxo-4-phenyl-1,2-dihydro-quinoline-3-carboxylic acid ethyl ester). The yield is 49.5%. RXN SMILES: [NH2:1][C:2]1[CH:7]=[CH:6][C:5]([Cl:8])=[CH:4][C:3]=1[C:9]([C:11]1[CH:16]=[CH:15][CH:14]=[CH:13][CH:12]=1)=O.[CH2:17]([O:19][C:20](=[O:27])[CH2:21][C:22](OCC)=[O:23])[CH3:18].C1CCN2C(=NCCC2)CC1>>[CH2:17]([O:19][C:20]([C:21]1[C:22](=[O:23])[NH:1][C:2]2[C:3]([C:9]=1[C:11]1[CH:16]=[CH:15][CH:14]=[CH:13][CH:12]=1)=[CH:4][C:5]([Cl:8])=[CH:6][CH:7]=2)=[O:27])[CH3:18]. Procedure: To a mixture of (2-amino-5-chloro-phenyl)-phenyl-methanone (5 g, 21.58 mmol) and malonic acid diethyl ester (4.565 ml, 30.21 mmol) was added DBU (0.45 ml, 3.02 mmol) under nitrogen and the mixture was stirred at 180-190° C. for 16 h. After cooling, the crude residue was purified by flash column chromatography (100-200 mesh silica, eluting with 50% ethyl acetate in hexane) to afford pure 6-chloro-2-oxo-4-phenyl-1,2-dihydro-quinoline-3-carboxylic acid ethyl ester (3.5 g, 49%) as off white solid. L... The reactants are CCOC(=O)C1CNCCC1=O.Cl (ethyl 4-piperidone-3-carboxylate hydrochloride), C(C)(C)N(CC)C(C)C (diisopropylethylamine), CN=C=O (methyl isocyanate). Solvent: ClCCl (dichloromethane), ClCCl (dichloromethane). Run at time 3 hour. Yields the product CNC(=O)N1CC(C(CC1)=O)C(=O)OCC (ethyl 1-(N-methylaminocarbonyl)-4-oxo-3-piperidinecarboxylate). As a reaction SMILES: [CH3:1][CH2:2][O:3][C:4]([CH:6]1[C:11](=[O:12])[CH2:10][CH2:9][NH:8][CH2:7]1)=[O:5].Cl.C(N(C(C)C)CC)(C)C.[CH3:23][N:24]=[C:25]=[O:26]>ClCCl>[CH3:23][NH:24][C:25]([N:8]1[CH2:9][CH2:10][C:11](=[O:12])[CH:6]([C:4]([O:3][CH2:2][CH3:1])=[O:5])[CH2:7]1)=[O:26] |f:0.1|. Procedure: Commercially available ethyl 4-piperidone-3-carboxylate hydrochloride (203.2 mg; 0.98 mmol) was suspended in dichloromethane (7 ml), diisopropylethylamine (180 μl; 0.99 mmol) was added, followed by commercially available methyl isocyanate and (57 μl; 0.98 mmol). This mixture was stirred at ambient temperature for approximately 3 hours, and then diluted with fresh dichloromethane and washed with water. The dichloromethane solution was dried with anhydrous potassium carbonate and evaporated at amb... Reactants: C([O-])([O-])=O.[K+].[K+] (potassium carbonate), ClC1=C(C(=O)C(C(=O)OCC)=CNC2CC2)C=C(C(=C1F)C)F (ethyl 2-(2-chloro-3,5-difluoro-4-methylbenzoyl)-3-cyclopropylamino-acrylate). Solvent: CN(C=O)C (dimethylformamide). The product is C1(CC1)N1C=C(C(C2=CC(=C(C(=C12)F)C)F)=O)C(=O)OCC (ethyl 1-cyclopropyl-6,8-difluoro-7-methyl-1,4-dihydro-4-oxo-3-quinolinecarboxylate). The yield is 90.2%. As a reaction SMILES: C(=O)([O-])[O-].[K+].[K+].Cl[C:8]1[C:26]([F:27])=[C:25]([CH3:28])[C:24]([F:29])=[CH:23][C:9]=1[C:10]([C:12](=[CH:18][NH:19][CH:20]1[CH2:22][CH2:21]1)[C:13]([O:15][CH2:16][CH3:17])=[O:14])=[O:11]>CN(C)C=O>[CH:20]1([N:19]2[C:23]3[C:9](=[CH:8][C:26]([F:27])=[C:25]([CH3:28])[C:24]=3[F:29])[C:10](=[O:11])[C:12]([C:13]([O:15][CH2:16][CH3:17])=[O:14])=[CH:18]2)[CH2:22][CH2:21]1 |f:0.1.2|. Reported procedure: 16.5 g of potassium carbonate are added to a solution of 37.7 g of ethyl 2-(2-chloro-3,5-difluoro-4-methylbenzoyl)-3-cyclopropylamino-acrylate in 100 ml of anhydrous dimethylformamide. The reaction mixture is then stirred under reflux for 2 hours and poured hot onto ice. The precipitate is filtered off with suction, washed thoroughly with water and dried in vacuo over calcium chloride at 100° C. 30.4 g of ethyl 1-cyclopropyl-6,8-difluoro-7-methyl-1,4-dihydro-4-oxo-3-quinolinecarboxylate of melti...